The task is: describe an organic reaction: reactants, conditions, products, and yield. This data is from the Open Reaction Database (ORD), a public repository of structured organic reaction records. Starting materials: NCCN1C=CC=2N=CN=C(C21)NC2=CC(=C(C=C2)OC2=CC(=CC=C2)OC(F)(F)F)C (5-(2-aminoethyl)-N-{3-methyl-4-[3-(trifluoromethoxy)phenoxy]phenyl}-5H-pyrrolo[3,2-d]pyrimidin-4-amine), CS(=O)(=O)CC(=O)O (2-(methylsulfonyl)acetic acid), Cl.C(C)N=C=NCCCN(C)C (1-ethyl-3-(3-dimethylaminopropyl)carbodiimide hydrochloride), O.ON1N=NC2=C1C=CC=C2 (1-hydroxybenzotriazole monohydrate). Solvent: C(C)(=O)OCC (ethyl acetate), CN(C=O)C (N,N-dimethylformamide), C(C)N(CC)CC (triethylamine). The product is CS(=O)(=O)CC(=O)NCCN1C=CC=2N=CN=C(C21)NC2=CC(=C(C=C2)OC2=CC(=CC=C2)OC(F)(F)F)C (2-(methylsulfonyl)-N-{2-[4-({3-methyl-4-[3-(trifluoromethoxy)phenoxy]phenyl}amino)-5H-pyrrolo[3,2-d]pyrimidin-5-yl]ethyl}acetamide). The yield is 41.8%. Reaction SMILES: [NH2:1][CH2:2][CH2:3][N:4]1[C:12]2[C:11]([NH:13][C:14]3[CH:19]=[CH:18][C:17]([O:20][C:21]4[CH:26]=[CH:25][CH:24]=[C:23]([O:27][C:28]([F:31])([F:30])[F:29])[CH:22]=4)=[C:16]([CH3:32])[CH:15]=3)=[N:10][CH:9]=[N:8][C:7]=2[CH:6]=[CH:5]1.[CH3:33][S:34]([CH2:37][C:38](O)=[O:39])(=[O:36])=[O:35].Cl.C(N=C=NCCCN(C)C)C.O.ON1C2C=CC=CC=2N=N1>CN(C)C=O.C(OCC)(=O)C.C(N(CC)CC)C>[CH3:33][S:34]([CH2:37][C:38]([NH:1][CH2:2][CH2:3][N:4]1[C:12]2[C:11]([NH:13][C:14]3[CH:19]=[CH:18][C:17]([O:20][C:21]4[CH:26]=[CH:25][CH:24]=[C:23]([O:27][C:28]([F:30])([F:31])[F:29])[CH:22]=4)=[C:16]([CH3:32])[CH:15]=3)=[N:10][CH:9]=[N:8][C:7]=2[CH:6]=[CH:5]1)=[O:39])(=[O:36])=[O:35] |f:2.3,4.5|. Procedure details: A solution of 5-(2-aminoethyl)-N-{3-methyl-4-[3-(trifluoromethoxy)phenoxy]phenyl}-5H-pyrrolo[3,2-d]pyrimidin-4-amine (174 mg), 2-(methylsulfonyl)acetic acid (54 mg), 1-ethyl-3-(3-dimethylaminopropyl)carbodiimide hydrochloride (112 mg), 1-hydroxybenzotriazole monohydrate (79 mg) and triethylamine (0.273 mL) in N,N-dimethylformamide (7.69 mL) was stirred at room temperature for 16 hrs. The reaction mixture was diluted with ethyl acetate (80 mL), and washed with water (60 mL). The organic layer was... Reactants: CCOC(=O)c1cnc2ccc(C#N)cc2c1NCc1ccc(OC)c(Cl)c1, C1CCOC1, CCO, CO, Cl, [Na+], [OH-]. The product is COc1ccc(CNc2c(C(=O)O)cnc3ccc(C#N)cc23)cc1Cl. Reaction SMILES: [CH2:1]([CH3:2])[O:3][C:4](=[O:5])[c:6]1[cH:7][n:8][c:9]2[cH:10][cH:11][c:12]([C:27]#[N:28])[cH:13][c:14]2[c:15]1[NH:16][CH2:17][c:18]1[cH:19][c:20]([Cl:26])[c:21]([O:24][CH3:25])[cH:22][cH:23]1.[CH2:29]1[O:30][CH2:31][CH2:32][CH2:33]1.[CH3:37][CH2:38][OH:39].[CH3:40][OH:41].[ClH:36].[Na+:35].[OH-:34]>>[O:3]=[C:4]([OH:5])[c:6]1[cH:7][n:8][c:9]2[cH:10][cH:11][c:12]([C:27]#[N:28])[cH:13][c:14]2[c:15]1[NH:16][CH2:17][c:18]1[cH:19][c:20]([Cl:26])[c:21]([O:24][CH3:25])[cH:22][cH:23]1. Starting materials: Brc1cnc(C#CCCn2ccnn2)cn1, CO, O, O=[Pt]=O. Yields the product Brc1cnc(CCCCn2ccnn2)cn1. As a reaction SMILES: [Br:1][c:2]1[n:3][cH:4][c:5]([C:8]#[C:9][CH2:10][CH2:11][n:12]2[n:13][n:14][cH:15][cH:16]2)[n:6][cH:7]1.[CH3:18][OH:19].[OH2:17].[Pt:20](=[O:21])=[O:22]>>[Br:1][c:2]1[n:3][cH:4][c:5]([CH2:8][CH2:9][CH2:10][CH2:11][n:12]2[n:13][n:14][cH:15][cH:16]2)[n:6][cH:7]1.